This data is from the Open Reaction Database (ORD), a public repository of structured organic reaction records. The task is: describe an organic reaction: reactants, conditions, products, and yield Starting materials: C1CCOC1, CC(C)(C)[O-], CS(C)=O, Oc1ccc(Cl)c(Cl)c1, CCCSc1ccc(Cl)c(C#N)n1, [K+]. Product: CCCSc1ccc(Oc2ccc(Cl)c(Cl)c2)c(C#N)n1. Reaction SMILES: [CH2:33]1[O:34][CH2:35][CH2:36][CH2:37]1.[CH3:23][C:24]([CH3:25])([O-:26])[CH3:27].[CH3:29][S:30]([CH3:31])=[O:32].[Cl:14][c:15]1[cH:16][c:17]([OH:22])[cH:18][cH:19][c:20]1[Cl:21].[Cl:1][c:2]1[c:3]([C:12]#[N:13])[n:4][c:5]([S:8][CH2:9][CH2:10][CH3:11])[cH:6][cH:7]1.[K+:28]>>[c:2]1([O:22][c:17]2[cH:16][c:15]([Cl:14])[c:20]([Cl:21])[cH:19][cH:18]2)[c:3]([C:12]#[N:13])[n:4][c:5]([S:8][CH2:9][CH2:10][CH3:11])[cH:6][cH:7]1. Starting materials: ClC1=CC(=C(C=C1)C1=CC=NC=C1C(=O)OC)F (Methyl 4-(4-chloro-2-fluorophenyl)nicotinate), C([O-])([O-])=O.[Cs+].[Cs+] (cesium carbonate), C(=O)(OC(C)(C)C)N[C@@H](CC(C)C)CO (N-Boc-L-Leucinol), C(C)(C)(C)P(C1=C(C=CC=C1)C1=C(C=C(C=C1C(C)C)C(C)C)C(C)C)C(C)(C)C (di-tert-butyl(2′,4′,6′-triisopropyl-[1,1′-biphenyl]-2-yl)phosphine). The reagents and catalysts are C(C)(=O)[O-].[Pd+2].C(C)(=O)[O-] (palladium(II)acetate). Solvent: C1(=CC=CC=C1)C (toluene). Conditions: temperature 80 celsius. The product is C(C)(C)(C)OC(=O)N[C@H](COC1=CC(=C(C=C1)C1=CC=NC=C1C(=O)OC)F)CC(C)C ((S)-methyl 4-(4-((2-((tert-butoxycarbonyl)amino)-4-methylpentyl)oxy)-2-fluorophenyl)nicotinate). Yield: 59.6%. RXN SMILES: Cl[C:2]1[CH:7]=[CH:6][C:5]([C:8]2[C:13]([C:14]([O:16][CH3:17])=[O:15])=[CH:12][N:11]=[CH:10][CH:9]=2)=[C:4]([F:18])[CH:3]=1.C(=O)([O-])[O-].[Cs+].[Cs+].[C:25]([NH:32][C@H:33]([CH2:38][OH:39])[CH2:34][CH:35]([CH3:37])[CH3:36])([O:27][C:28]([CH3:31])([CH3:30])[CH3:29])=[O:26].C(P(C(C)(C)C)C1C=CC=CC=1C1C(C(C)C)=CC(C(C)C)=CC=1C(C)C)(C)(C)C>C1(C)C=CC=CC=1.C([O-])(=O)C.[Pd+2].C([O-])(=O)C>[C:28]([O:27][C:25]([NH:32][C@@H:33]([CH2:34][CH:35]([CH3:37])[CH3:36])[CH2:38][O:39][C:2]1[CH:7]=[CH:6][C:5]([C:8]2[C:13]([C:14]([O:16][CH3:17])=[O:15])=[CH:12][N:11]=[CH:10][CH:9]=2)=[C:4]([F:18])[CH:3]=1)=[O:26])([CH3:31])([CH3:30])[CH3:29] |f:1.2.3,7.8.9|. Procedure details: Methyl 4-(4-chloro-2-fluorophenyl)nicotinate (50 mg, 0.188 mmol) in toluene (1 mL) was treated with cesium carbonate (92 mg, 0.282 mmol) and N-Boc-L-Leucinol (121 mg, 0.565 mmol). The mixture was purged with nitrogen gas for 5 min and treated with di-tert-butyl(2′,4′,6′-triisopropyl-[1,1′-biphenyl]-2-yl)phosphine (48.0 mg, 0.113 mmol). After purging the mixture with nitrogen for another 5 min, palladium(II)acetate (42.3 mg, 0.188 mmol) was added and nitrogen bubbled through for another 10 min. T... Reactants: CCc1cc2c(=O)n(Cc3ccc(OC)cc3OC)c(=O)n(Cc3ccc(-c4ccccc4-c4noc(=O)[nH]4)cc3)c2s1, Cc1ccccc1, O=C(O)C(F)(F)F. Yields the product CCc1cc2c(=O)[nH]c(=O)n(Cc3ccc(-c4ccccc4-c4noc(=O)[nH]4)cc3)c2s1. As a reaction SMILES: [CH3:1][O:2][c:3]1[cH:4][c:5]([O:38][CH3:39])[cH:40][cH:41][c:42]1[CH2:43][n:6]1[c:7](=[O:37])[n:8]([CH2:18][c:19]2[cH:20][cH:21][c:22](-[c:25]3[c:26](-[c:31]4[n:32][o:33][c:34](=[O:36])[nH:35]4)[cH:27][cH:28][cH:29][cH:30]3)[cH:23][cH:24]2)[c:9]2[c:10]([c:11]1=[O:12])[cH:13][c:14]([CH2:16][CH3:17])[s:15]2.[CH3:51][c:52]1[cH:53][cH:54][cH:55][cH:56][cH:57]1.[OH:44][C:45]([C:46]([F:47])([F:48])[F:49])=[O:50]>>[nH:6]1[c:7](=[O:37])[n:8]([CH2:18][c:19]2[cH:20][cH:21][c:22](-[c:25]3[c:26](-[c:31]4[n:32][o:33][c:34](=[O:36])[nH:35]4)[cH:27][cH:28][cH:29][cH:30]3)[cH:23][cH:24]2)[c:9]2[c:10]([c:11]1=[O:12])[cH:13][c:14]([CH2:16][CH3:17])[s:15]2.